This data is from the Open Reaction Database (ORD), a public repository of structured organic reaction records. The task is: describe an organic reaction: reactants, conditions, products, and yield RXN SMILES: [CH3:1][C:2]1[C:6]([C:7]2[CH:12]=[CH:11][CH:10]=[CH:9][CH:8]=2)=[C:5]([CH3:13])[N:4]([C:14]2[CH:19]=[CH:18][C:17]([CH2:20][CH2:21][NH:22][C:23](=O)[O:24]C3C=CC=CC=3)=[CH:16][CH:15]=2)[N:3]=1.[CH3:32][N:33]([CH3:47])[CH2:34][CH2:35][O:36][C:37]1[CH:42]=[CH:41][C:40]([S:43]([NH2:46])(=[O:45])=[O:44])=[CH:39][CH:38]=1>>[CH3:32][N:33]([CH3:47])[CH2:34][CH2:35][O:36][C:37]1[CH:38]=[CH:39][C:40]([S:43]([NH:46][C:23]([NH:22][CH2:21][CH2:20][C:17]2[CH:16]=[CH:15][C:14]([N:4]3[C:5]([CH3:13])=[C:6]([C:7]4[CH:12]=[CH:11][CH:10]=[CH:9][CH:8]=4)[C:2]([CH3:1])=[N:3]3)=[CH:19][CH:18]=2)=[O:24])(=[O:45])=[O:44])=[CH:41][CH:42]=1. Starting materials: CC1=NN(C(=C1C1=CC=CC=C1)C)C1=CC=C(C=C1)CCNC(OC1=CC=CC=C1)=O (Phenyl 2-[4-(3,5-dimethyl-4-phenyl-1H-pyrazol-1-yl)phenyl]ethylcarbamate), CN(CCOC1=CC=C(C=C1)S(=O)(=O)N)C (4-[2-(dimethylamino)ethoxy]benzenesulfonamide). Procedure details: The title compound was prepared according to the procedure described in step 1 of Example 42 from phenyl 2-[4-(3,5-dimethyl-4-phenyl-1H-pyrazol-1-yl)phenyl]ethylcarbamate (step 1 of Example 22) and 4-[2-(dimethylamino)ethoxy]benzenesulfonamide: 1H-NMR [CDCl3/CD3OD(4:1)] δ δ 7.87-7.84 (2H, m), 7.48-7.26 (9H, m), 7.01-6.98 (2H, m), 4.19-4.15 (2H, m), 3.46-3.41 (2H, m), 2.92-2.82 (4H, m), 2.45 (6H, s), 2.32 (3H, s), 2.27 (3H, s). Yields the product CN(CCOC1=CC=C(C=C1)S(=O)(=O)NC(=O)NCCC1=CC=C(C=C1)N1N=C(C(=C1C)C1=CC=CC=C1)C)C (4-[2-(dimethylamino)ethoxy]-N-[({2-[4-(3,5-dimethyl-4-phenyl-1H-pyrazol-1-yl)phenyl]ethyl}amino)carbonyl]benzenesulfonamide). Reactants: CCO, [K+], CCc1ccc(CCOS(=O)(=O)c2ccc(C)cc2)nc1, [OH-], O=C1NC(=O)C(Cc2ccc(O)cc2)S1. Yields the product CCc1ccc(CCOc2ccc(CC3SC(=O)NC3=O)cc2)nc1. Reaction SMILES: [CH3:39][CH2:40][OH:41].[K+:17].[O:18]([S:19]([c:20]1[cH:21][cH:22][c:23]([CH3:24])[cH:25][cH:26]1)(=[O:27])=[O:28])[CH2:29][CH2:30][c:31]1[n:32][cH:33][c:34]([CH2:37][CH3:38])[cH:35][cH:36]1.[OH-:16].[OH:1][c:2]1[cH:3][cH:4][c:5]([CH2:6][CH:7]2[C:8](=[O:13])[NH:9][C:10](=[O:12])[S:11]2)[cH:14][cH:15]1>>[O:1]([c:2]1[cH:3][cH:4][c:5]([CH2:6][CH:7]2[C:8](=[O:13])[NH:9][C:10](=[O:12])[S:11]2)[cH:14][cH:15]1)[CH2:29][CH2:30][c:31]1[n:32][cH:33][c:34]([CH2:37][CH3:38])[cH:35][cH:36]1. The reactants are NC1=CC=C(C=C1)S (4-aminothiophenol), O (Water), NC1=CC=C(C=C1)S (4-Aminothiophenol), [H-].[Na+] (sodium hydride), ClC1=NC=CC=C1 (2-Chloropyridine). The solvent is CN(C)C=O (DMF). Run at time 6 hour. Yields the product NC1=CC=C(C=C1)SC1=NC=CC=C1 (2-(4-aminophenylthio)pyridine). Yield: 9.9%. RXN SMILES: [NH2:1][C:2]1[CH:7]=[CH:6][C:5]([SH:8])=[CH:4][CH:3]=1.[H-].[Na+].Cl[C:12]1[CH:17]=[CH:16][CH:15]=[CH:14][N:13]=1.O>CN(C=O)C>[NH2:1][C:2]1[CH:7]=[CH:6][C:5]([S:8][C:12]2[CH:17]=[CH:16][CH:15]=[CH:14][N:13]=2)=[CH:4][CH:3]=1 |f:1.2|. Reported procedure: 4-Aminothiophenol (0.065 moles, 8.1 g) in 275 ml DMF was stirred at room temperature for 1 hr with sodium hydride (0.065 moles previously washed with hexane). 2-Chloropyridine (0.06 moles, 6.8 g) was added and the reaction mixture was stirred for 6 hr. An additional 5.2 g of 4-aminothiophenol was added and the reaction stirred at room temperature for 16 hr. Water was added and the product extracted with ethyl acetate. The solution was washed thoroughly with water, dried over sodium sulfate and c... Reactants: C(CCC)[Li] (n-Butyllithium), NC1=CC=CC=C1 (aniline), CC=1N=C(SC1C1=CC=NC=C1)C(=O)OC (methyl 4-methyl-5-(4-pyridinyl)-thiazole-2-carboxylate). The solvent is O1CCCC1 (tetrahydrofuran). Reaction conditions: time 1 hour. Product: CC=1N=C(SC1C1=CC=NC=C1)C(=O)NC1=CC=CC=C1 (4-methyl-5-(4-pyridinyl)-thiazole-2-carboxanilide). The yield is 33.3%. RXN SMILES: C([Li])CCC.[NH2:6][C:7]1[CH:12]=[CH:11][CH:10]=[CH:9][CH:8]=1.[CH3:13][C:14]1[N:15]=[C:16]([C:25](OC)=[O:26])[S:17][C:18]=1[C:19]1[CH:24]=[CH:23][N:22]=[CH:21][CH:20]=1>O1CCCC1>[CH3:13][C:14]1[N:15]=[C:16]([C:25]([NH:6][C:7]2[CH:12]=[CH:11][CH:10]=[CH:9][CH:8]=2)=[O:26])[S:17][C:18]=1[C:19]1[CH:24]=[CH:23][N:22]=[CH:21][CH:20]=1. Procedure details: n-Butyllithium (14-17% in hexane, 1.2ml) was added to dropwise a stirred solution of aniline (0.12 ml) in dry tetrahydrofuran (3 ml) at room temperature under nitrogen atmosphere. Then, methyl 4-methyl-5-(4-pyridinyl)-thiazole-2-carboxylate (200 mg) was added to a stirred solution at room temperature under nitrogen atmosphere, and the mixture was stirred in the same condition for 1 hour. The resulting precipitates were collected by filtration, and the precipitates were washed with water, and air... Reactants: C(C)(C)(C)OC(=O)N1C[C@@H](CC1)CSCC1=CC=C(C=C1)F ((3R)-1-(tert-butoxycarbonyl)-3-[(4-fluorobenzylthio)methyl]pyrrolidine). Solvent: C(=O)O (formic acid). Yields the product FC1=CC=C(CSC[C@H]2CNCC2)C=C1 ((3R)-3-[(4-Fluorobenzylthio)methyl]pyrrolidine). Yield: 103.7%. Reaction SMILES: C(OC([N:8]1[CH2:12][CH2:11][C@@H:10]([CH2:13][S:14][CH2:15][C:16]2[CH:21]=[CH:20][C:19]([F:22])=[CH:18][CH:17]=2)[CH2:9]1)=O)(C)(C)C>C(O)=O>[F:22][C:19]1[CH:18]=[CH:17][C:16]([CH2:15][S:14][CH2:13][C@@H:10]2[CH2:11][CH2:12][NH:8][CH2:9]2)=[CH:21][CH:20]=1. Procedure details: A solution of (3R)-1-(tert-butoxycarbonyl)-3-[(4-fluorobenzylthio)methyl]pyrrolidine (0.5422 g, 1.67 mmol) in 90% formic acid (5 ml) was stirred at room temperature for 23 h. The solvents were removed in vacuo and the residue was dissolved in dichloromethane (25 ml) and washed with 2N NaOH solution (10 ml). The aqueous layer was reextracted with more dichloromethane (25 ml) and the combined organic extracts were washed with saturated NaCl solution (10 ml), dried (Na2SO4) and evaporated in vacuo ... Reactants: COC(C)(C)C, [Cl-], [Cl-], [Cl-], [Cl-], Oc1cc(F)cc(F)c1, [Zr+4]. Yields the product CC(C)(C)c1c(F)cc(O)cc1F. As a reaction SMILES: [CH3:10][O:11][C:12]([CH3:13])([CH3:14])[CH3:15].[Cl-:16].[Cl-:18].[Cl-:19].[Cl-:20].[F:1][c:2]1[cH:3][c:4]([OH:9])[cH:5][c:6]([F:8])[cH:7]1.[Zr+4:17]>>[F:1][c:2]1[cH:3][c:4]([OH:9])[cH:5][c:6]([F:8])[c:7]1[C:12]([CH3:13])([CH3:14])[CH3:15]. Starting materials: CC=1C=CN2N=C(N(C(C21)=O)C2=CC=CC=C2)[C@H](C)NC=2C1=C(N=CN2)NC=C1C(=O)OCC1=CC=CC=C1 ((S)-Benzyl 4-((1-(5-methyl-4-oxo-3-phenyl-3,4-dihydropyrrolo[2,1-f][1,2,4]triazin-2-yl)ethyl)amino)-7H-pyrrolo[2,3-d]pyrimidine-5-carboxylate). Run in CO (methanol), [Pd] (Pd/C). The product is CC=1C=CN2N=C(N(C(C21)=O)C2=CC=CC=C2)[C@H](C)NC=2C1=C(N=CN2)NC=C1C(=O)O ((S)-4-((1-(5-Methyl-4-oxo-3-phenyl-3,4-dihydropyrrolo[2,1-f][1,2,4]triazin-2-yl)ethyl)amino)-7H-pyrrolo[2,3-d]pyrimidine-5-carboxylic acid). The yield is 81.1%. As a reaction SMILES: [CH3:1][C:2]1[CH:3]=[CH:4][N:5]2[C:10]=1[C:9](=[O:11])[N:8]([C:12]1[CH:17]=[CH:16][CH:15]=[CH:14][CH:13]=1)[C:7]([C@@H:18]([NH:20][C:21]1[C:22]3[C:29]([C:30]([O:32]CC4C=CC=CC=4)=[O:31])=[CH:28][NH:27][C:23]=3[N:24]=[CH:25][N:26]=1)[CH3:19])=[N:6]2>CO.[Pd]>[CH3:1][C:2]1[CH:3]=[CH:4][N:5]2[C:10]=1[C:9](=[O:11])[N:8]([C:12]1[CH:13]=[CH:14][CH:15]=[CH:16][CH:17]=1)[C:7]([C@@H:18]([NH:20][C:21]1[C:22]3[C:29]([C:30]([OH:32])=[O:31])=[CH:28][NH:27][C:23]=3[N:24]=[CH:25][N:26]=1)[CH3:19])=[N:6]2. Procedure: (S)-Benzyl 4-((1-(5-methyl-4-oxo-3-phenyl-3,4-dihydropyrrolo[2,1-f][1,2,4]triazin-2-yl)ethyl)amino)-7H-pyrrolo[2,3-d]pyrimidine-5-carboxylate (560 mg, 1.08 mmol) was dissolved in methanol (200 ml) and hydrogenated in a Parr apparatus at 25 psi in the presence of Pd/C 10%. Once the reaction was completed, the mixture was filtered and the solvent evaporated under reduced pressure to yield 376 mg (79% yield) of the final compound, which was used in the next synthetic step without further purificati...